This data is from the Open Reaction Database (ORD), a public repository of structured organic reaction records. The task is: describe an organic reaction: reactants, conditions, products, and yield Reactants: OCCCCCCCCCCCCNC(=O)C=1C=NC(=CC1)N1CCNCC1 (N-(12-hydroxydodecyl)-6-(1-piperazinyl)pyridine-3-carboxamide), C(C)(C)Br (isopropyl bromide), C([O-])([O-])=O.[K+].[K+] (potassium carbonate). Run in CN(C=O)C (dimethylformamide), C(Cl)(Cl)Cl (chloroform). Product: OCCCCCCCCCCCCNC(=O)C=1C=NC(=CC1)N1CCN(CC1)C(C)C (N-(12-Hydroxydodecyl)-6-(4-isopropyl-1-piperazinyl)pyridine-3-carboxamide). RXN SMILES: [OH:1][CH2:2][CH2:3][CH2:4][CH2:5][CH2:6][CH2:7][CH2:8][CH2:9][CH2:10][CH2:11][CH2:12][CH2:13][NH:14][C:15]([C:17]1[CH:18]=[N:19][C:20]([N:23]2[CH2:28][CH2:27][NH:26][CH2:25][CH2:24]2)=[CH:21][CH:22]=1)=[O:16].[CH:29](Br)([CH3:31])[CH3:30].C(=O)([O-])[O-].[K+].[K+]>CN(C)C=O.C(Cl)(Cl)Cl>[OH:1][CH2:2][CH2:3][CH2:4][CH2:5][CH2:6][CH2:7][CH2:8][CH2:9][CH2:10][CH2:11][CH2:12][CH2:13][NH:14][C:15]([C:17]1[CH:18]=[N:19][C:20]([N:23]2[CH2:24][CH2:25][N:26]([CH:29]([CH3:31])[CH3:30])[CH2:27][CH2:28]2)=[CH:21][CH:22]=1)=[O:16] |f:2.3.4|. Procedure: A solution of 0.7 g of N-(12-hydroxydodecyl)-6-(1-piperazinyl)pyridine-3-carboxamide, 0.24 g of isopropyl bromide and 0.7 g of potassium carbonate in 20 ml of dimethylformamide was stirred at 100° C. for 3 hours. The reaction solution was diluted with chloroform, washed with water and a saturated aqueous solution of sodium chloride, dried over anhydrous sodium sulfate. The solvent was distilled off under reduced pressure. The residue thus obtained was chromatographed over a silica gel column to ... Starting materials: ClC=1C=C2C(=C(N(C2=CC1)C1=CC=C(C=C1)F)C(=O)OC)O (methyl 5-chloro-1-(4-fluorophenyl)-3-hydroxy-1H-indol-2-carboxylate), BrCC(=O)OC (methyl 2-bromoacetate), C(=O)([O-])[O-].[K+].[K+] (K2CO3). The solvent is CC(=O)C (acetone). Yields the product C(=O)(O)C=1N(C2=CC=C(C=C2C1OCC(=O)O)Cl)C1=CC=C(C=C1)F (2-[2-carboxy-5-chloro-1-(4-fluorophenyl)-3-1H-indolyloxy]acetic acid). Yield: 106.4%. RXN SMILES: [Cl:1][C:2]1[CH:3]=[C:4]2[C:8](=[CH:9][CH:10]=1)[N:7]([C:11]1[CH:16]=[CH:15][C:14]([F:17])=[CH:13][CH:12]=1)[C:6]([C:18]([O:20]C)=[O:19])=[C:5]2[OH:22].Br[CH2:24][C:25]([O:27]C)=[O:26].C([O-])([O-])=O.[K+].[K+]>CC(C)=O>[C:18]([C:6]1[N:7]([C:11]2[CH:16]=[CH:15][C:14]([F:17])=[CH:13][CH:12]=2)[C:8]2[C:4]([C:5]=1[O:22][CH2:24][C:25]([OH:27])=[O:26])=[CH:3][C:2]([Cl:1])=[CH:10][CH:9]=2)([OH:20])=[O:19] |f:2.3.4|. Reported procedure: A mixture of methyl 5-chloro-1-(4-fluorophenyl)-3-hydroxy-1H-indol-2-carboxylate (200 g, 0.62 mol), methyl 2-bromoacetate (125 g, 0.81 mol), K2CO3 (112 g, 0.81 mol) and acetone (2.0 L) was refluxed for 18 h. The mixture was cooled to room temperature and filtered, and the solvents were evaporated in vacuo. To the remaining oil (270 g) methanol (1.5 L) and 3N aqueous KOH (0.6 L) was added. After reflux for 1 h, the solution was cooled to room temperature and acidified by concentrated hydrochloric...